This data is from the Open Reaction Database (ORD), a public repository of structured organic reaction records. The task is: describe an organic reaction: reactants, conditions, products, and yield The reactants are CCOC(=O)c1cc(-c2cnc3c(NCCCO)nc4cc(C(F)(F)F)ccc4n23)[nH]n1, C1CCOC1, [Li+], [OH-], O. Yields the product O=C(O)c1cc(-c2cnc3c(NCCCO)nc4cc(C(F)(F)F)ccc4n23)[nH]n1. As a reaction SMILES: [CH2:1]([CH3:2])[O:3][C:4](=[O:5])[c:6]1[n:7][nH:8][c:9](-[c:11]2[cH:12][n:13][c:14]3[n:15]2[c:16]2[cH:17][cH:18][c:19]([C:29]([F:30])([F:31])[F:32])[cH:20][c:21]2[n:22][c:23]3[NH:24][CH2:25][CH2:26][CH2:27][OH:28])[cH:10]1.[CH2:35]1[O:36][CH2:37][CH2:38][CH2:39]1.[Li+:34].[OH-:33].[OH2:40]>>[O:3]=[C:4]([OH:5])[c:6]1[n:7][nH:8][c:9](-[c:11]2[cH:12][n:13][c:14]3[n:15]2[c:16]2[cH:17][cH:18][c:19]([C:29]([F:30])([F:31])[F:32])[cH:20][c:21]2[n:22][c:23]3[NH:24][CH2:25][CH2:26][CH2:27][OH:28])[cH:10]1. Reactants: N1(CCCCC1)CC=1C=C(OCCCNC(=O)NN)C=CC1 (N-[3-[3-(1-piperidinylmethyl) phenoxy]propyl]-hydrazine carboxamide), C1(CCCCC1)N=C=S (cyclohexyl isothiocyanate). The product is C1(CCCCC1)NC(NNC(=O)NCCCOC1=CC(=CC=C1)CN1CCCCC1)=S (2-(Cyclohexylaminothioxomethyl)-N-[3-[3-(1-piperidinylmethyl)phenoxy]propyl]-hydrazine carboxamide). RXN SMILES: [N:1]1([CH2:7][C:8]2[CH:9]=[C:10]([CH:20]=[CH:21][CH:22]=2)[O:11][CH2:12][CH2:13][CH2:14][NH:15][C:16]([NH:18][NH2:19])=[O:17])[CH2:6][CH2:5][CH2:4][CH2:3][CH2:2]1.[CH:23]1([N:29]=[C:30]=[S:31])[CH2:28][CH2:27][CH2:26][CH2:25][CH2:24]1>>[CH:23]1([NH:29][C:30](=[S:31])[NH:19][NH:18][C:16]([NH:15][CH2:14][CH2:13][CH2:12][O:11][C:10]2[CH:20]=[CH:21][CH:22]=[C:8]([CH2:7][N:1]3[CH2:6][CH2:5][CH2:4][CH2:3][CH2:2]3)[CH:9]=2)=[O:17])[CH2:28][CH2:27][CH2:26][CH2:25][CH2:24]1. Procedure details: The compound is prepared by a method analogous to that of Example 17 from N-[3-[3-(1-piperidinylmethyl) phenoxy]propyl]-hydrazine carboxamide and cyclohexyl isothiocyanate. The analytical values are summarized in Table I.